From a dataset of the Open Reaction Database (ORD), a public repository of structured organic reaction records. describe an organic reaction: reactants, conditions, products, and yield Starting materials: O=C(CCCCl)C=1C=C2CCC(NC2=CC1)=O (6-(1-oxo-4-chlorobutyl)-3,4-dihydrocarbostyril), [I-].[Na+] (sodium iodide), Cl (hydrochloric acid), C(O)([O-])=O.[Na+] (sodium hydrogencarbonate), C1OC=2C=C(C=CC2O1)N1CCNCC1 (4-(3,4-methylenedioxyphenyl)-piperazine), C1CCC2=NCCCN2CC1 (DBU). Run in CS(=O)C (dimethyl sulfoxide), CO (methanol). Run at temperature 50 celsius, time 2 hour. The product is Cl.N1C(=O)CCC2=CC=CC=C12 (3,4-dihydrocarbostyril monohydrochloride). RXN SMILES: O=C([C:7]1[CH:8]=[C:9]2[C:14](=[CH:15][CH:16]=1)[NH:13][C:12](=[O:17])[CH2:11][CH2:10]2)CCC[Cl:6].[I-].[Na+].C1OC2C=CC(N3CCNCC3)=CC=2O1.C1CCN2C(=NCCC2)CC1.C(=O)([O-])O.[Na+].Cl>CS(C)=O.CO>[ClH:6].[NH:13]1[C:14]2[C:9](=[CH:8][CH:7]=[CH:16][CH:15]=2)[CH2:10][CH2:11][C:12]1=[O:17] |f:1.2,5.6,10.11|. Procedure details: 2.7 Grams of 6-(1-oxo-4-chlorobutyl)-3,4-dihydrocarbostyril and 1.5 g of sodium iodide were mixed in 30 ml of dimethyl sulfoxide and the mixture was stirred at 50° C. for 2 hours. Then to the reaction mixture were added 2.0 g of 4-(3,4-methylenedioxyphenyl)-piperazine and 3 g of DBU and the reaction mixture was stirred at 70°-80° C. for 5 hours. After the reaction was completed, the reaction mixture was poured into 10 ml of 2%-sodium hydrogencarbonate and the organic layer was extracted with chl... The solvent is O (water). Starting materials: N--CH2 -O--CH2N, [OH-].[Ca+2].[OH-] (calcium hydroxide), NC(=O)N (urea), C=O (formalin), C=O (formaldehyde), C=O (formaldehyde), C=O (formalin), P(O)(O)(O)=O (phosphoric acid), NH2, C=O (formaldehyde). Conditions: temperature 45 celsius. Procedure: were initially heated with intensive stirring to 80° C. with 100 g of 30% formalin (1 mole) and 25 g of 85% phosphoric acid in a ground glass flask. The cell walls of the bacteria were thus ruptured and the plant protection agents present deactivated and hydrolyzed by reaction of the NH2 - or NH-functions thereof with formaldehyde by N-methylolation (>N--CH2 --O--CH2N>) or methylene linkage (>N--CH2 --N<). After this primary reaction, samples were taken and centrifuged. By titrating the formalde... RXN SMILES: C=O.[P:3](=[O:7])([OH:6])([OH:5])[OH:4].NC(N)=O.[OH-].[Ca+2:13].[OH-]>O>[P:3]([O-:7])([O-:6])([O-:5])=[O:4].[Ca+2:13].[P:3]([O-:7])([O-:6])([O-:5])=[O:4].[Ca+2:13].[Ca+2:13] |f:3.4.5,7.8.9.10.11|. Product: P(=O)([O-])([O-])[O-].[Ca+2].P(=O)([O-])([O-])[O-].[Ca+2].[Ca+2] (calcium phosphate). Procedure details: A solution of 4-n-butyl-2-nitroaniline (29.1 g) in toluene (100 ml) was treated with bromoacetyl bromide (33.3 g). The mixture was boiled under reflux for 3/4 hour and the toluene evaporated off. The residual oil was poured into petroleum spirit (b.p. 60°-80° C; 400 ml). Crystals were deposited and these were removed by filtration to give N-(4-n-butyl-2-nitrophenyl)-2-bromoacetamide (41 g), m.p. 56°-57° C. The solvent is C1(=CC=CC=C1)C (toluene). Product: C(CCC)C1=CC(=C(C=C1)NC(CBr)=O)[N+](=O)[O-] (N-(4-n-butyl-2-nitrophenyl)-2-bromoacetamide). The reactants are C(CCC)C1=CC(=C(N)C=C1)[N+](=O)[O-] (4-n-butyl-2-nitroaniline), BrCC(=O)Br (bromoacetyl bromide). RXN SMILES: [CH2:1]([C:5]1[CH:11]=[CH:10][C:8]([NH2:9])=[C:7]([N+:12]([O-:14])=[O:13])[CH:6]=1)[CH2:2][CH2:3][CH3:4].[Br:15][CH2:16][C:17](Br)=[O:18]>C1(C)C=CC=CC=1>[CH2:1]([C:5]1[CH:11]=[CH:10][C:8]([NH:9][C:17](=[O:18])[CH2:16][Br:15])=[C:7]([N+:12]([O-:14])=[O:13])[CH:6]=1)[CH2:2][CH2:3][CH3:4]. The yield is 86.8%. The reactants are C1(O)=CC=C(O)C=C1 (hydroquinone), CC(C)(C)C(C(=O)[O-])OCC#CCC(OC1OCCCC1)C=1OC=CC1 (1,1-dimethylethyl-[[5-(2-furanyl)-5-[(tetrahydro-2H-pyran-2-yl)oxy]-2-pentynyl]oxy]acetate), C1(C=CCC1)=O (cyclopentenone), Cl (hydrochloric acid), C([O-])([O-])=O.[Na+].[Na+] (sodium carbonate). Run at time 24 hour. Product: OC1C=C(C(C1)=O)CC#CCOCC(=O)O ([[4-(3-hydroxy-5-oxo-1-cyclopenten-1-yl)-2-butynyl]oxy]acetic acid). RXN SMILES: CC([CH:5]([O:9][CH2:10][C:11]#[C:12][CH2:13][CH:14]([C:22]1[O:23][CH:24]=[CH:25][CH:26]=1)OC1CCCCO1)[C:6]([O-:8])=[O:7])(C)C.C1(=[O:32])CCC=C1.C(=O)([O-])[O-].[Na+].[Na+].C1(C=CC(O)=CC=1)O.Cl>>[OH:32][CH:25]1[CH2:26][C:22](=[O:23])[C:14]([CH2:13][C:12]#[C:11][CH2:10][O:9][CH2:5][C:6]([OH:8])=[O:7])=[CH:24]1 |f:2.3.4|. Procedure: The title compound is prepared by the method of Example 2 using 1 g of the title compound of Example 15, with the exception that the intermediate cyclopentenone is rearranged using aqueous sodium carbonate solution (pH 10-11) containing 1% hydroquinone. After stirring for 24 hours at room temperature, the reaction mixture is acidified to pH 2-3 with dilute hydrochloric acid and extracted with ether. The combined extracts are washed with brine, dried over sodium sulfate, filtered, and concentrate... Reagents/catalysts: OP(=O)O.O[Mo](=O)(=O)O (phosphomolybdic acid). The solvent is S1(=O)(=O)CCCC1 (sulfolane), C(Cl)(Cl)Cl (chloroform). Reactants: crude intermediate, CC=1NC(NC1)=O (4-methyl-4-imidazolin-2-one), C(C)C(CCCC(=O)Cl)C(=O)OCC (ethyl 5-ethoxycarbonylpentanoyl chloride), CO.C(C)(=O)OCC (methanol ethyl acetate), [Al+3].[Cl-].[Cl-].[Cl-] (AlCl3). The product is CC=1NC(NC1C(CCCCC(=O)OCC)=O)=O (4-Methyl-5-(5-ethoxycarbonylpentanoyl)-4-imidazolin-2-one). Yield: 109.2%. As a reaction SMILES: [CH3:1][C:2]1[NH:3][C:4](=[O:7])[NH:5][CH:6]=1.[Al+3].[Cl-].[Cl-].[Cl-].C([CH:14]([C:21]([O:23][CH2:24][CH3:25])=[O:22])[CH2:15][CH2:16][CH2:17][C:18](Cl)=[O:19])C.CO.C(OCC)(=O)C>S1(CCCC1)(=O)=O.C(Cl)(Cl)Cl.OP(O)=O.O[Mo](O)(=O)=O>[CH3:1][C:2]1[NH:3][C:4](=[O:7])[NH:5][C:6]=1[C:18](=[O:19])[CH2:17][CH2:16][CH2:15][CH2:14][C:21]([O:23][CH2:24][CH3:25])=[O:22] |f:1.2.3.4,6.7,10.11|. Reaction conditions: temperature 75 celsius. Reported procedure: A slurry of this crude intermediate [containing 10.6 g (0.108 mol) of 4-methyl-4-imidazolin-2-one by assay] in 51.8 g of sulfolane and 100 ml of chloroform was cooled to ice bath temperature in a 3-necked round bottom flask equipped with reflux condenser, nitrogen inlet, nitrogen outlet, mechanical stirrer and addition funnel and 71.8 g (0.540 mol) of AlCl3 added portionwise. After the addition was complete, the temperature of the bath was raised to 75° C. and 29.0 g (0.151 mol) of ethyl 5-ethox... The reactants are C[O-], CO, CCCc1cc([N+](=O)[O-])cc[n+]1[O-], [Na+]. Yields the product CCCc1cc(OC)cc[n+]1[O-]. As a reaction SMILES: [CH3:14][O-:15].[CH3:17][OH:18].[N+:1]([O-:2])(=[O:3])[c:4]1[cH:5][c:6]([CH2:11][CH2:12][CH3:13])[n+:7]([O-:10])[cH:8][cH:9]1.[Na+:16]>>[c:4]1([O:15][CH3:14])[cH:5][c:6]([CH2:11][CH2:12][CH3:13])[n+:7]([O-:10])[cH:8][cH:9]1.